From a dataset of the Open Reaction Database (ORD), a public repository of structured organic reaction records. describe an organic reaction: reactants, conditions, products, and yield Starting materials: O=C1CCC(COC(c2ccccc2)(c2ccccc2)c2ccccc2)N1, [Li]CCCC, CCCCCC, O=C(Cl)OCc1ccccc1, C1CCOC1. The product is O=C1CCC(COC(c2ccccc2)(c2ccccc2)c2ccccc2)N1C(=O)OCc1ccccc1. Reaction SMILES: [C:1]([c:2]1[cH:3][cH:4][cH:5][cH:6][cH:7]1)([c:8]1[cH:9][cH:10][cH:11][cH:12][cH:13]1)([c:14]1[cH:15][cH:16][cH:17][cH:18][cH:19]1)[O:20][CH2:21][CH:22]1[CH2:23][CH2:24][C:25](=[O:27])[NH:26]1.[CH2:28]([Li:29])[CH2:30][CH2:31][CH3:32].[CH3:49][CH2:50][CH2:51][CH2:52][CH2:53][CH3:54].[Cl:33][C:34](=[O:35])[O:36][CH2:37][c:38]1[cH:39][cH:40][cH:41][cH:42][cH:43]1.[O:44]1[CH2:45][CH2:46][CH2:47][CH2:48]1>>[C:1]([c:2]1[cH:3][cH:4][cH:5][cH:6][cH:7]1)([c:8]1[cH:9][cH:10][cH:11][cH:12][cH:13]1)([c:14]1[cH:15][cH:16][cH:17][cH:18][cH:19]1)[O:20][CH2:21][CH:22]1[CH2:23][CH2:24][C:25](=[O:27])[N:26]1[C:34](=[O:35])[O:36][CH2:37][c:38]1[cH:39][cH:40][cH:41][cH:42][cH:43]1. Reactants: CC(=O)OC(C)=O, O=S(=O)(O)O, c1ccc(Sc2cc(-c3ccccc3)n[nH]2)cc1. The product is CC(=O)n1nc(-c2ccccc2)cc1Sc1ccccc1. As a reaction SMILES: [CH3:24][C:25](=[O:26])[O:27][C:28](=[O:29])[CH3:30].[S:1](=[O:2])(=[O:3])([OH:4])[OH:5].[c:6]1(-[c:12]2[n:13][nH:14][c:15]([S:17][c:18]3[cH:19][cH:20][cH:21][cH:22][cH:23]3)[cH:16]2)[cH:7][cH:8][cH:9][cH:10][cH:11]1>>[c:6]1(-[c:12]2[n:13][n:14]([C:25]([CH3:24])=[O:26])[c:15]([S:17][c:18]3[cH:19][cH:20][cH:21][cH:22][cH:23]3)[cH:16]2)[cH:7][cH:8][cH:9][cH:10][cH:11]1. The reactants are CCOC(=O)C(C)(C)Br, CC(C)=O, [K+], [K+], O=C([O-])[O-], O, O=Cc1ccc(O)cc1. The product is CCOC(=O)C(C)(C)Oc1ccc(C=O)cc1. Reaction SMILES: [Br:16][C:17]([C:18](=[O:19])[O:20][CH2:21][CH3:22])([CH3:23])[CH3:24].[CH3:26][C:27](=[O:28])[CH3:29].[K+:10].[K+:11].[O-:12][C:13]([O-:14])=[O:15].[OH2:25].[OH:1][c:2]1[cH:3][cH:4][c:5]([CH:6]=[O:7])[cH:8][cH:9]1>>[O:1]([c:2]1[cH:3][cH:4][c:5]([CH:6]=[O:7])[cH:8][cH:9]1)[C:17]([C:18](=[O:19])[O:20][CH2:21][CH3:22])([CH3:23])[CH3:24]. Reactants: CCOC1=CC=C2C(=C1)C(=CC(N2)(C)C)C (Ethoxyquin), C(C)(=O)O[C@H]1[C@H](O[C@@H]([C@H]([C@@H]1OC(C)=O)OC(C)=O)COC(C)=O)Br (2,3,4,6-tetra-O-acetyl-α-D-glucopyranosyl bromide). Solvent: CC(=O)C (Acetone). Reaction conditions: time 20 minute. Yields the product C(C)(=O)O[C@H]1C(O[C@@H]([C@H]([C@@H]1OC(C)=O)OC(C)=O)COC(C)=O)N1C(C=C(C2=CC(=CC=C12)OCC)C)(C)C (1-(2,3,4,6-tetra-O-acetyl-D-glucopyranosyl)-6-ethoxy-1,2-dihydro-2,2,4-trimethylquinoline). Isolated yield 74.6%. RXN SMILES: [CH3:1][CH2:2][O:3][C:4]1[CH:9]=[C:8]2[C:10]([CH3:16])=[CH:11][C:12]([CH3:15])([CH3:14])[NH:13][C:7]2=[CH:6][CH:5]=1.[C:17]([O:20][C@@H:21]1[C@@H:26]([O:27][C:28](=[O:30])[CH3:29])[C@H:25]([O:31][C:32](=[O:34])[CH3:33])[C@@H:24]([CH2:35][O:36][C:37](=[O:39])[CH3:38])[O:23][C@@H:22]1Br)(=[O:19])[CH3:18]>CC(C)=O>[C:17]([O:20][C@@H:21]1[C@@H:26]([O:27][C:28](=[O:30])[CH3:29])[C@H:25]([O:31][C:32](=[O:34])[CH3:33])[C@@H:24]([CH2:35][O:36][C:37](=[O:39])[CH3:38])[O:23][CH:22]1[N:13]1[C:7]2[C:8](=[CH:9][C:4]([O:3][CH2:2][CH3:1])=[CH:5][CH:6]=2)[C:10]([CH3:16])=[CH:11][C:12]1([CH3:15])[CH3:14])(=[O:19])[CH3:18]. Reported procedure: Ethoxyquin (240 g) and 2,3,4,6-tetra-O-acetyl-α-D-glucopyranosyl bromide (228 g) were stirred at 80° for 18 hours. Acetone (200 ml) was added to the hot reaction mixture and stirring continued for an additional 20 minutes. After cooling, the solid ethoxyquin hydrobromide was filtered off, washed thoroughly with acetone and the combined acetone filtrates were evaporated under reduced pressure. The resulted crude product was recrystallised (iso-propanol) to yield 226.5 g of 1-(2,3,4,6-tetra-O-acet...